This data is from the Open Reaction Database (ORD), a public repository of structured organic reaction records. The task is: describe an organic reaction: reactants, conditions, products, and yield Reactants: C(C(=C)C)(=O)O (methacrylic acid), NaSS, S(=O)(O)[O-].[Na+] (sodium hydrogensulfite), C(C=C)(=O)OCCCC (n-butyl acrylate), C=CC1=CC=CC=C1 (styrene). Solvent: O (water), O (water). The product is C=CC1=CC=C(C=C1)S(=O)(=O)[O-].[Na+] (sodium p-styrene-sulfonate). Isolated yield 824.3%. As a reaction SMILES: [S:1]([O-:4])([OH:3])=[O:2].[Na+:5].[CH2:6]=[CH:7][C:8]1[CH:13]=[CH:12][CH:11]=[CH:10][CH:9]=1.C(OCCCC)(=O)C=C.C(O)(=O)C(C)=C>O>[CH2:6]=[CH:7][C:8]1[CH:13]=[CH:12][C:11]([S:1]([O-:4])(=[O:3])=[O:2])=[CH:10][CH:9]=1.[Na+:5] |f:0.1,6.7|. Procedure: A 500-ml flask, the inner atmosphere of which was substituted with nitrogen, was charged with 0.07 g of a surface active agent (Emulgen 935 supplied by Kao-Atlas), 0.07 g of another surface active agent (Emulgen 920 supplied by Kao-Atlas), 0.3 g of sodium hydrogensulfite and 46.2 g of water, and the temperature was elevated to 40° C. with stirring in a nitrogen current. A liquid monomer mixture comprising 50 g of styrene, 50 g of n-butyl acrylate and 1 g of methacrylic acid, an aqueous solution ... The reactants are C([O-])([O-])=O.[K+].[K+] (potassium carbonate), [I-].[Na+] (sodium iodide), COC([C@@H](NC([C@H]1N(CCC1)S(=O)(=O)C1=CC=C(C=C1)C)=O)CC1=CC=C(C=C1)O)=O (N-(toluene-4-sulfonyl)-L-prolyl-L-tyrosine methyl ester), ClC=1C=C(C=CC1)N1CCN(CC1)CCCCl (1-(3-chlorophenyl)-4-(3-chloro-propyl)piperazine). Solvent: CC(CC)=O (2-butanone). Yields the product methyl ester, C1(=CC=C(C=C1)S(=O)(=O)N1[C@H](C(=O)N[C@@H](CC2=CC=C(C=C2)OCCCN2CCN(CC2)C2=CC(=CC=C2)Cl)C(=O)O)CCC1)C (N-(Toluene-4-sulfonyl)-L-prolyl-4-{3-[4-(3-chlorophenyl)piperazin-1-yl]propoxy}-L-phenylalanine). Reaction SMILES: C[O:2][C:3](=[O:31])[C@H:4]([CH2:23][C:24]1[CH:29]=[CH:28][C:27]([OH:30])=[CH:26][CH:25]=1)[NH:5][C:6](=[O:22])[C@@H:7]1[CH2:11][CH2:10][CH2:9][N:8]1[S:12]([C:15]1[CH:20]=[CH:19][C:18]([CH3:21])=[CH:17][CH:16]=1)(=[O:14])=[O:13].[Cl:32][C:33]1[CH:34]=[C:35]([N:39]2[CH2:44][CH2:43][N:42]([CH2:45][CH2:46][CH2:47]Cl)[CH2:41][CH2:40]2)[CH:36]=[CH:37][CH:38]=1.C(=O)([O-])[O-].[K+].[K+].[I-].[Na+]>CC(=O)CC>[C:18]1([CH3:21])[CH:19]=[CH:20][C:15]([S:12]([N:8]2[CH2:9][CH2:10][CH2:11][C@H:7]2[C:6]([NH:5][C@H:4]([C:3]([OH:2])=[O:31])[CH2:23][C:24]2[CH:29]=[CH:28][C:27]([O:30][CH2:47][CH2:46][CH2:45][N:42]3[CH2:43][CH2:44][N:39]([C:35]4[CH:36]=[CH:37][CH:38]=[C:33]([Cl:32])[CH:34]=4)[CH2:40][CH2:41]3)=[CH:26][CH:25]=2)=[O:22])(=[O:13])=[O:14])=[CH:16][CH:17]=1 |f:2.3.4,5.6|. Reported procedure: The methyl ester was prepared via O-alkylation of N-(toluene-4-sulfonyl)-L-prolyl-L-tyrosine methyl ester with 1-(3-chlorophenyl)-4-(3-chloro-propyl)piperazine in refluxing 2-butanone in the presence of potassium carbonate and sodium iodide. The title compound was prepared using the procedure described in Method 7 as a solid, mp=116-8° C.